Dataset: the Open Reaction Database (ORD), a public repository of structured organic reaction records. Task: describe an organic reaction: reactants, conditions, products, and yield Reactants: C1CCOC1, COC(=O)Cc1c(C)[nH]c2ncccc12, COc1cc(S(=O)(=O)Cl)ccc1F, [H-], [Na+]. Yields the product COC(=O)Cc1c(C)n(S(=O)(=O)c2ccc(F)c(OC)c2)c2ncccc12. Reaction SMILES: [CH2:31]1[O:32][CH2:33][CH2:34][CH2:35]1.[CH3:3][O:4][C:5]([CH2:6][c:7]1[c:8]([CH3:16])[nH:9][c:10]2[n:11][cH:12][cH:13][cH:14][c:15]12)=[O:17].[F:18][c:19]1[c:20]([O:29][CH3:30])[cH:21][c:22]([S:25](=[O:26])(=[O:27])[Cl:28])[cH:23][cH:24]1.[H-:1].[Na+:2]>>[CH3:3][O:4][C:5]([CH2:6][c:7]1[c:8]([CH3:16])[n:9]([S:25]([c:22]2[cH:21][c:20]([O:29][CH3:30])[c:19]([F:18])[cH:24][cH:23]2)(=[O:26])=[O:27])[c:10]2[n:11][cH:12][cH:13][cH:14][c:15]12)=[O:17]. The reactants are COCCCN1C=C(C=2C=[N+](C(=CC21)C(=O)OCC)[O-])C (ethyl 1-(3-methoxypropyl)-3-methyl-1H-pyrrolo[3,2-c]pyridine-6-carboxylate 5-oxide), P(=O)(Cl)(Cl)Cl (phosphorus oxychloride). Yields the product ClC1=NC(=CC2=C1C(=CN2CCCOC)C)C(=O)OCC (ethyl 4-chloro-1-(3-methoxypropyl)-3-methyl-1H-pyrrolo[3,2-c]pyridine-6-carboxylate). As a reaction SMILES: [CH3:1][O:2][CH2:3][CH2:4][CH2:5][N:6]1[C:14]2[CH:13]=[C:12]([C:15]([O:17][CH2:18][CH3:19])=[O:16])[N+:11]([O-])=[CH:10][C:9]=2[C:8]([CH3:21])=[CH:7]1.P(Cl)(Cl)([Cl:24])=O>>[Cl:24][C:10]1[C:9]2[C:8]([CH3:21])=[CH:7][N:6]([CH2:5][CH2:4][CH2:3][O:2][CH3:1])[C:14]=2[CH:13]=[C:12]([C:15]([O:17][CH2:18][CH3:19])=[O:16])[N:11]=1. Procedure details: A solution of ethyl 1-(3-methoxypropyl)-3-methyl-1H-pyrrolo[3,2-c]pyridine-6-carboxylate 5-oxide (40 mg) in phosphorus oxychloride (2 mL) was stirred at 100° C. for 1 hours. The reaction solution was concentrated, and the resulting residue was dissolved in ethyl acetate. It was sequentially washed with aqueous saturated sodium hydrogen carbonate solution and saturated saline, and dried over sodium sulfate, and then concentrated under reduced pressure. The resulting residue was purified by silica... RXN SMILES: [CH3:18][OH:19].[CH3:1][N:2]([CH2:3][CH2:4][CH2:5][c:6]1[cH:7][cH:8][c:9]([NH:12][C:13](=[O:14])[CH3:15])[cH:10][cH:11]1)[CH3:16].[ClH:17]>>[CH3:1][N:2]([CH2:3][CH2:4][CH2:5][c:6]1[cH:7][cH:8][c:9]([NH2:12])[cH:10][cH:11]1)[CH3:16].[ClH:17]. Reactants: CO, CC(=O)Nc1ccc(CCCN(C)C)cc1, Cl. The product is CN(C)CCCc1ccc(N)cc1, Cl. Reactants: CCOC(=O)C1CCC(C(=O)OCC)N1C, NCc1ccccc1, Cc1ccccc1C. Yields the product CCOC(=O)C1CCC(C(=O)NCc2ccccc2)N1C. As a reaction SMILES: [CH3:1][N:2]1[CH:3]([C:12]([O:14][CH2:13][CH3:15])=[O:16])[CH2:4][CH2:5][CH:6]1[C:7](=[O:8])[O:9][CH2:10][CH3:11].[NH2:17][CH2:18][c:19]1[cH:20][cH:21][cH:22][cH:23][cH:24]1.[c:25]1([CH3:26])[c:27]([CH3:28])[cH:29][cH:30][cH:31][cH:32]1>>[CH3:1][N:2]1[CH:3]([C:12](=[O:14])[NH:17][CH2:18][c:19]2[cH:20][cH:21][cH:22][cH:23][cH:24]2)[CH2:4][CH2:5][CH:6]1[C:7](=[O:8])[O:9][CH2:10][CH3:11]. The reactants are C(C1=CC=CC=C1)OC1=C(C=C(C=C1)CCO)[N+](=O)[O-] (2-[4-(benzyloxy)-3-nitrophenyl]ethanol), O1CCCC=C1 (3,4-dihydro-2H-pyran). Reagents/catalysts: CC=1C=CC(=CC1)S(=O)(=O)O.O (p-TsOH.H2O). Run in ClCCl (dichloromethane). Product: C(C1=CC=CC=C1)OC1=C(C=C(C=C1)CCOC1OCCCC1)[N+](=O)[O-] (2-{2-[4-(benzyloxy)-3-nitrophenyl]ethoxy}tetrahydro-2H-pyran). The yield is 90.7%. As a reaction SMILES: [CH2:1]([O:8][C:9]1[CH:14]=[CH:13][C:12]([CH2:15][CH2:16][OH:17])=[CH:11][C:10]=1[N+:18]([O-:20])=[O:19])[C:2]1[CH:7]=[CH:6][CH:5]=[CH:4][CH:3]=1.[O:21]1[CH:26]=[CH:25][CH2:24][CH2:23][CH2:22]1>ClCCl.CC1C=CC(S(O)(=O)=O)=CC=1.O>[CH2:1]([O:8][C:9]1[CH:14]=[CH:13][C:12]([CH2:15][CH2:16][O:17][CH:22]2[CH2:23][CH2:24][CH2:25][CH2:26][O:21]2)=[CH:11][C:10]=1[N+:18]([O-:20])=[O:19])[C:2]1[CH:3]=[CH:4][CH:5]=[CH:6][CH:7]=1 |f:3.4|. Procedure: A mixture of Example 69B (0.89 g, 3.27 mmol), 3,4-dihydro-2H-pyran (1.49 mL, 16.34 mmol) and p-TsOH.H2O (5 mg) in dichloromethane (20 mL) were stirred at room temperature overnight. The reaction solution was dried with silica gel powder (15 g). 20% ethyl acetate in hexanes (1 L) was used to run flash chromatography to give the title compound (1.06 g, 91%). MS (DCI) m/z 375.13 (M+NH4)+; 1H NMR (400 MHz, CDCl3) δ ppm 1.42–1.62 (m, 4 H) 1.68 (m, 1 H) 1.79 (m, 1 H) 2.88 (t, J=6.60 Hz, 2 H) 3.45 (m, ...